Dataset: the Open Reaction Database (ORD), a public repository of structured organic reaction records. Task: describe an organic reaction: reactants, conditions, products, and yield Reactants: Brc1cccnc1, CC(C)(C)OC(=O)N1CC2CCC(=O)C2C1. The product is CC(C)(C)OC(=O)N1CC2CCC(O)(c3cccnc3)C2C1. Reaction SMILES: [Br:1][c:2]1[cH:3][n:4][cH:5][cH:6][cH:7]1.[O:8]=[C:9]1[CH2:10][CH2:11][CH:12]2[CH2:13][N:14]([C:17](=[O:18])[O:19][C:20]([CH3:21])([CH3:22])[CH3:23])[CH2:15][CH:16]12>>[c:2]1([C:9]2([OH:8])[CH2:10][CH2:11][CH:12]3[CH2:13][N:14]([C:17](=[O:18])[O:19][C:20]([CH3:21])([CH3:22])[CH3:23])[CH2:15][CH:16]23)[cH:3][n:4][cH:5][cH:6][cH:7]1. The reactants are COc1ccc(C(C(F)(F)F)C(F)(F)F)cc1C=O, COc1ccc(C(F)(C(F)(F)F)C(F)(F)F)cc1. The product is COc1ccc(C(F)(C(F)(F)F)C(F)(F)F)cc1C=O. RXN SMILES: [F:19][C:20]([F:21])([F:22])[CH:23]([c:24]1[cH:25][cH:26][c:27]([O:28][CH3:29])[c:30]([CH:31]=[O:32])[cH:33]1)[C:34]([F:35])([F:36])[F:37].[F:1][C:2]([C:3]([F:4])([F:5])[F:6])([C:7]([F:8])([F:9])[F:10])[c:11]1[cH:12][cH:13][c:14]([O:17][CH3:18])[cH:15][cH:16]1>>[F:1][C:2]([C:3]([F:4])([F:5])[F:6])([C:7]([F:8])([F:9])[F:10])[c:11]1[cH:12][c:13]([CH:31]=[O:32])[c:14]([O:17][CH3:18])[cH:15][cH:16]1. The reactants are COC([C@@H](NS(=O)(=O)N[C@@H](C(C)C)C(=O)OC)C(C)C)=O (N,N′-Sulfonyl bis-L-valine Dimethyl Ester), (R)-phenethylamine, S(=O)(=O)(N)N (sulfamide), SO2Cl2, CH2Cl20. Solvent: CCN(CC)CC (Et3N). Yields the product Hexanes EtOAc, S(=O)(=O)(N[C@H](C)C1=CC=CC=C1)N[C@H](C)C1=CC=CC=C1 (N,N′-Sulfonyl bis[(R)-1-phenyl-ethylamine]). The yield is 63.0%. RXN SMILES: CO[C:3](=O)[C@H:4]([CH:18]([CH3:20])[CH3:19])[NH:5][S:6]([NH:9][C@H:10]([C:14](OC)=O)[CH:11]([CH3:13])[CH3:12])(=[O:8])=[O:7].S(N)(N)(=O)=O>CCN(CC)CC>[S:6]([NH:9][C@@H:10]([C:11]1[CH:13]=[CH:14][CH:10]=[CH:11][CH:12]=1)[CH3:14])([NH:5][C@@H:4]([C:18]1[CH:20]=[CH:18][CH:4]=[CH:3][CH:19]=1)[CH3:3])(=[O:8])=[O:7]. Procedure details: In a procedure similar to the preparation of sulfamide (8b), (R)-phenethylamine (471 mg, 501 μL, 3.84mmol) was subjected to sulfamide formation conditions (SO2Cl2, Et3N, CH2Cl20° C.-RT, 8 h). Flash chromatography (SiO2, Hexanes/EtOAc) yielded 356 mg (63%) of sulfamide (8e) as a white solid. mp=96-97° C.; TLC Rf=0.37 (3:1 Hexanes/EtOAc); [α]25D=−31.2 (c=1.02, CHCl3); 1H NMR (CDCl3, 400 MHZ) δ7.27-7.21 (m, 6H), 7.17-7.14 (m, 4H), 4.74 (s, 2H), 4.43 (dq, J=12.2. 6.2 Hz, 2H), 1.46 (d, J=6.8Hz, 6H); ... The reactants are COc1ccc2c(c1)NC(C)(C)CC2c1cccc(C(F)(F)F)c1, COc1ccc2c(c1)NC(C)(C)CC2c1ccc(Cl)cc1. Yields the product COc1ccc2c(c1)NC(C)(C)CC2c1ccc(C(F)(F)F)cc1. As a reaction SMILES: [CH3:1][C:2]1([CH3:3])[CH2:4][CH:5]([c:6]2[cH:7][cH:8][cH:9][c:10]([C:18]([F:19])([F:20])[F:21])[cH:11]2)[c:12]2[c:13]([cH:14][c:15]([O:16][CH3:17])[cH:22][cH:23]2)[NH:24]1.[CH3:25][C:26]1([CH3:45])[NH:27][c:28]2[cH:29][c:30]([O:43][CH3:44])[cH:31][cH:32][c:33]2[CH:34]([c:36]2[cH:37][cH:38][c:39]([Cl:42])[cH:40][cH:41]2)[CH2:35]1>>[C:18]([F:19])([F:20])([F:21])[c:39]1[cH:38][cH:37][c:36]([CH:34]2[c:33]3[c:28]([cH:29][c:30]([O:43][CH3:44])[cH:31][cH:32]3)[NH:27][C:26]([CH3:25])([CH3:45])[CH2:35]2)[cH:41][cH:40]1. Reactants: C(C)(C)(C)OC(=O)N1CCC(CC1)N1N=CC=2C1=NC=NC2Cl (4-(4-chloro-pyrazolo[3,4-d]pyrimidin-1-yl)-piperidine-1-carboxylic acid tert-butyl ester), C(C)(C)(C)OC(=O)N1CCC(CC1)N1N=CC=2C1=NC=NC2Cl (4-(4-chloro-pyrazolo[3,4-d]pyrimidin-1-yl)-piperidine-1-carboxylic acid tert-butyl ester), COC1=NC(=CC=C1O)OC (2,6-dimethoxy-pyridin-3-ol), C([O-])([O-])=O.[K+].[K+] (potassium carbonate), ClCCl (Dichloromethane). Run in CN(C=O)C (dimethylformamide), O (water). Reaction conditions: temperature 160 celsius. The product is C(C)(C)(C)OC(=O)N1CCC(CC1)N1N=CC=2C1=NC=NC2OC=2C(=NC(=CC2)OC)OC (4-[4-(2,6-dimethoxy-pyridin-3-yloxy)pyrazolo[3,4-d]pyrimidin-1-yl]-piperidine-1-carboxylic acid tert-butyl ester). Isolated yield 29.2%. RXN SMILES: [C:1]([O:5][C:6]([N:8]1[CH2:13][CH2:12][CH:11]([N:14]2[C:18]3=[N:19][CH:20]=[N:21][C:22](Cl)=[C:17]3[CH:16]=[N:15]2)[CH2:10][CH2:9]1)=[O:7])([CH3:4])([CH3:3])[CH3:2].[CH3:24][O:25][C:26]1[C:31]([OH:32])=[CH:30][CH:29]=[C:28]([O:33][CH3:34])[N:27]=1.C(=O)([O-])[O-].[K+].[K+].ClCCl>CN(C)C=O.O>[C:1]([O:5][C:6]([N:8]1[CH2:13][CH2:12][CH:11]([N:14]2[C:18]3=[N:19][CH:20]=[N:21][C:22]([O:32][C:31]4[C:26]([O:25][CH3:24])=[N:27][C:28]([O:33][CH3:34])=[CH:29][CH:30]=4)=[C:17]3[CH:16]=[N:15]2)[CH2:10][CH2:9]1)=[O:7])([CH3:4])([CH3:3])[CH3:2] |f:2.3.4|. Reported procedure: A mixture of 4-(4-chloro-pyrazolo[3,4-d]pyrimidin-1-yl)-piperidine-1-carboxylic acid tert-butyl ester (Intermediate 19; 50 mg, 0.15 mmol), 2,6-dimethoxy-pyridin-3-ol (Aagile Labs Division of Tyger Scientific, Ewing, N.J., USA; 30 mg, 0.19 mmol), and potassium carbonate (27 mg, 0.2 mmol) in dimethylformamide (2 mL) was heated in the microwave oven at 160° C. for 10 min. Dichloromethane and water were added, and the aqueous layer was extracted twice with dichloromethane. The dichloromethane layers... Starting materials: C(C)(C)(C)OC(=O)NC(COC1=CC=C(C=C1)O)(C)C (p-[2-(tertiary butoxycarbonylamino)-2-methylpropoxy]-phenol), C([O-])([O-])=O.[K+].[K+] (potassium carbonate), BrCCBr (1,2-dibromoethane). The reagents and catalysts are [Cl-].C(C)[N+](CC1=CC=CC=C1)(CC)CC (triethylbenzylammonium chloride). The product is BrCCOC1=CC=C(C=C1)OCC(C)(C)NC(=O)OC(C)(C)C (1-(2-bromoethoxy)-4-[2-(tertiary butoxycarbonylamino)-2-methylpropoxy]-benzene). As a reaction SMILES: [C:1]([O:5][C:6]([NH:8][C:9]([CH3:20])([CH3:19])[CH2:10][O:11][C:12]1[CH:17]=[CH:16][C:15]([OH:18])=[CH:14][CH:13]=1)=[O:7])([CH3:4])([CH3:3])[CH3:2].C(=O)([O-])[O-].[K+].[K+].[Br:27][CH2:28][CH2:29]Br>[Cl-].C([N+](CC)(CC)CC1C=CC=CC=1)C>[Br:27][CH2:28][CH2:29][O:18][C:15]1[CH:14]=[CH:13][C:12]([O:11][CH2:10][C:9]([NH:8][C:6]([O:5][C:1]([CH3:4])([CH3:2])[CH3:3])=[O:7])([CH3:20])[CH3:19])=[CH:17][CH:16]=1 |f:1.2.3,5.6|. Procedure: Analogously to Example (2b), a mixture of 19.2 g (68 mmol) of p-[2-(tertiary butoxycarbonylamino)-2-methylpropoxy]-phenol, 47 g (340 mmol) of potassium carbonate and 1.5 g of triethylbenzylammonium chloride is reacted in 57 ml (680 mmol) of 1,2-dibromoethane and worked up. Crude 1-(2-bromoethoxy)-4-[2-(tertiary butoxycarbonylamino)-2-methylpropoxy]-benzene is obtained in the form of an oil, which is used further in crude form. The reactants are C1(CCCCC1)NC1=C2C(=NC=C1C(=O)NC=O)N(C=C2)COCC[Si](C)(C)C (4-(Cyclohexylamino)-N-formyl-1-{[2-(trimethylsilyl)ethoxy]methyl}-1H-pyrrolo[2,3-b]pyridine-5-carboxamide), [Cl-].[NH4+] (ammonium chloride). Run in CN1C(CCC1)=O (N-methyl-2-pyrrolidinone). Product: C1(CCCCC1)N1C=NC(C2=C1C1=C(N=C2)N(C=C1)COCC[Si](C)(C)C)=O (1-Cyclohexyl-7-{[2-(trimethylsilyl)ethoxy]methyl}-1H-pyrrolo[3′,2′:5,6]pyrido[4,3-d]pyrimidin-4(7H)-one). The yield is 74.0%. As a reaction SMILES: [CH:1]1([NH:7][C:8]2[C:13]([C:14]([NH:16][CH:17]=O)=[O:15])=[CH:12][N:11]=[C:10]3[N:19]([CH2:22][O:23][CH2:24][CH2:25][Si:26]([CH3:29])([CH3:28])[CH3:27])[CH:20]=[CH:21][C:9]=23)[CH2:6][CH2:5][CH2:4][CH2:3][CH2:2]1.[Cl-].[NH4+]>CN1CCCC1=O>[CH:1]1([N:7]2[C:8]3[C:9]4[CH:21]=[CH:20][N:19]([CH2:22][O:23][CH2:24][CH2:25][Si:26]([CH3:28])([CH3:27])[CH3:29])[C:10]=4[N:11]=[CH:12][C:13]=3[C:14](=[O:15])[N:16]=[CH:17]2)[CH2:2][CH2:3][CH2:4][CH2:5][CH2:6]1 |f:1.2|. Reported procedure: 4-(Cyclohexylamino)-N-formyl-1-{[2-(trimethylsilyl)ethoxy]methyl}-1H-pyrrolo[2,3-b]pyridine-5-carboxamide (12.4 mg, 0.0311 mmol) in N-methyl-2-pyrrolidinone (0.5 mL) was stirred at 200° C. for 30 minutes under microwave irradiation. The reaction mixture was allowed to cool to room temperature and, after addition of saturated aqueous ammonium chloride, extracted with ethyl acetate, and the organic layer was dried over anhydrous sodium sulfate and concentrated under reduced pressure. The residue w... Reactants: N[C@@H]1CN(CC[C@@H]1NC(=O)C=1NC(=C(N1)Cl)CC)C=1SC2=C(N1)C=CC=C2C(=O)OCC (ethyl cis(±)-2-(3-amino-4-{[(4-chloro-5-ethyl-1H-imidazol-2-yl)carbonyl]amino}piperidin-1-yl)-1,3-benzothiazole-7-carboxylate), C(C)(=O)O[BH-](OC(C)=O)OC(C)=O.[Na+] (sodium (triacetoxy)borohydride), N[C@@H]1CN(CC[C@@H]1NC(=O)C=1NC(=C(N1)Cl)CC)C=1SC2=C(N1)C=CC=C2C(=O)OCC (Ethyl cis(±)-2-(3-amino-4-{[(4-chloro-5-ethyl-1H-imidazol-2-yl)carbonyl]amino}piperidin-1-yl)-1,3-benzothiazole-7-carboxylate), C1(CCCC1)=O (cyclopentanone). Product: ClC=1N=C(NC1CC)C(=O)N[C@@H]1[C@@H](CN(CC1)C=1SC2=C(N1)C=CC=C2C(=O)OCC)NC2CCCC2 (Ethyl cis(±)-2-[4-{[(4-chloro-5-ethyl-1H-imidazol-2-yl)carbonyl]amino}-3-(cyclopentylamino)piperidin-1-yl]-1,3-benzothiazole-7-carboxylate). Isolated yield 75.0%. Reaction SMILES: [NH2:1][C@H:2]1[C@@H:7]([NH:8][C:9]([C:11]2[NH:12][C:13]([CH2:17][CH3:18])=[C:14]([Cl:16])[N:15]=2)=[O:10])[CH2:6][CH2:5][N:4]([C:19]2[S:20][C:21]3[C:27]([C:28]([O:30][CH2:31][CH3:32])=[O:29])=[CH:26][CH:25]=[CH:24][C:22]=3[N:23]=2)[CH2:3]1.[C:33]1(=O)[CH2:37][CH2:36][CH2:35][CH2:34]1.C(O[BH-](OC(=O)C)OC(=O)C)(=O)C.[Na+]>>[Cl:16][C:14]1[N:15]=[C:11]([C:9]([NH:8][C@H:7]2[CH2:6][CH2:5][N:4]([C:19]3[S:20][C:21]4[C:27]([C:28]([O:30][CH2:31][CH3:32])=[O:29])=[CH:26][CH:25]=[CH:24][C:22]=4[N:23]=3)[CH2:3][C@H:2]2[NH:1][CH:33]2[CH2:37][CH2:36][CH2:35][CH2:34]2)=[O:10])[NH:12][C:13]=1[CH2:17][CH3:18] |f:2.3|. Procedure: The same operation as in Example (77d) was performed using ethyl cis(±)-2-(3-amino-4-{[(4-chloro-5-ethyl-1H-imidazol-2-yl)carbonyl]amino}piperidin-1-yl)-1,3-benzothiazole-7-carboxylate obtained by the method described in Example (81e) (30 mg, 0.063 mmol), cyclopentanone (33.5 μL, 0.038 mmol) and sodium (triacetoxy)borohydride (175 mg, 0.83 mmol), to obtain 25.6 mg of the title compound as a white solid (75%). Starting materials: ClCCl, Cl, COC(=O)c1ccccc1COc1ccc(CCN)cc1, O=S(=O)(Cl)Cc1ccccc1. Product: COC(=O)c1ccccc1COc1ccc(CCNS(=O)(=O)Cc2ccccc2)cc1. RXN SMILES: [Cl:34][CH2:35][Cl:36].[ClH:12].[NH2:13][CH2:14][CH2:15][c:16]1[cH:17][cH:18][c:19]([O:20][CH2:21][c:22]2[c:23]([C:24](=[O:25])[O:26][CH3:27])[cH:28][cH:29][cH:30][cH:31]2)[cH:32][cH:33]1.[c:1]1([CH2:7][S:8](=[O:9])(=[O:10])[Cl:11])[cH:2][cH:3][cH:4][cH:5][cH:6]1>>[c:1]1([CH2:7][S:8](=[O:9])(=[O:10])[NH:13][CH2:14][CH2:15][c:16]2[cH:17][cH:18][c:19]([O:20][CH2:21][c:22]3[c:23]([C:24](=[O:25])[O:26][CH3:27])[cH:28][cH:29][cH:30][cH:31]3)[cH:32][cH:33]2)[cH:2][cH:3][cH:4][cH:5][cH:6]1. The product is C(C)(C)(C)OC(=O)N1CCN(CC1)C1=C(C=CC=C1)CO (4-(2-Hydroxymethylphenyl)piperazine-1-carboxylic Acid t-butyl Ester). Isolated yield 39.3%. The reactants are C(C)(C)(C)OC(=O)N1CCN(CC1)C1=C(C=CC=C1)C(=O)O (4-(2-Carboxyphenyl)piperazine-1-carboxylic acid t-butyl ester). Reaction conditions: time 5 minute. Reaction SMILES: [C:1]([O:5][C:6]([N:8]1[CH2:13][CH2:12][N:11]([C:14]2[CH:19]=[CH:18][CH:17]=[CH:16][C:15]=2[C:20](O)=[O:21])[CH2:10][CH2:9]1)=[O:7])([CH3:4])([CH3:3])[CH3:2]>C1COCC1>[C:1]([O:5][C:6]([N:8]1[CH2:9][CH2:10][N:11]([C:14]2[CH:19]=[CH:18][CH:17]=[CH:16][C:15]=2[CH2:20][OH:21])[CH2:12][CH2:13]1)=[O:7])([CH3:4])([CH3:2])[CH3:3]. Procedure details: 4-(2-Carboxyphenyl)piperazine-1-carboxylic acid t-butyl ester (3.5 g, 11.3 mmol, 1.0 eq.) and THF (91.3 mL) were combined at room temperature under nitrogen. Borane-dimethyl sulfide complex (2.00 mL, 22.5 mmol, 2.0 eq.) was added dropwise and the mixture was stirred for 5 minutes, then heated at the reflux temperature for 1.5 hours. The mixture was cooled to room temperature, and the reaction was quenched slowly with MeOH (20 ml), then concentrated by rotary evaporation. The material was azeotro... The solvent is C1CCOC1 (THF).